The task is: describe an organic reaction: reactants, conditions, products, and yield. This data is from the Open Reaction Database (ORD), a public repository of structured organic reaction records. Starting materials: CON=C1CC(S(C2=CC=C(C(=C12)C)C=1C=NN(C1OS(=O)(=O)CCC)CC)(=O)=O)=C=O (4-methoxyimino-5-methyl-6-(1-ethyl-5-n-propanesulfonyloxypyrazol-4-yl)-carbonylthiochroman-1,1-dioxide), C(C)Br (ethyl bromide), [Mg] (magnesium). Run in C1CCOC1 (THF), C1CCOC1 (THF). Product: CON=C1CCSC2=CC=C(C(=C12)C)Br (4-methoxyimino-5-methyl-6-bromothiochroman). RXN SMILES: [Mg].[CH2:2]([Br:4])[CH3:3].[CH3:5][O:6][N:7]=[C:8]1[C:17]2[C:12](=[CH:13]C=[C:15](C3C=NN(CC)C=3OS(CCC)(=O)=O)[C:16]=2C)[S:11](=O)(=O)[C:10](=C=O)[CH2:9]1>C1COCC1>[CH3:5][O:6][N:7]=[C:8]1[C:17]2[C:12](=[CH:13][CH:3]=[C:2]([Br:4])[C:16]=2[CH3:15])[S:11][CH2:10][CH2:9]1. Procedure: 1.1 Grams (46 mmol) of magnesium was dispersed in 10 ml of THF, and 2.2 g (20 mmol) of ethyl bromide was dropwise added under nitrogen current. The mixture was allowed to react for 10 minutes, and then a THF solution of 2.9 g (10 mmol) of the 4-methoxyimino-5-methyl-6-bromothiochroman obtained in the above (1) was gradually added at room temperature. The mixture was refluxed for 3 hours and then cooled to room temperature, and carbon dioxide gas was bubbled in for 1 hour. To the reaction mixture... Starting materials: FC(C(C)(C)F)C=1C=C(CC(C(O)C2=CC=C(C=C2)F)NC(OC(C)(C)C)=O)C=CC1 (tert-butyl N-[(1RS,2SR)-1-[3-(1,2-difluoro-2-methylpropyl)benzyl]-2-(4-fluorophenyl)-2-hydroxyethyl]carbamate). Run in FC(C(=O)O)(F)F (trifluoroacetic acid). Run at time 1 hour. The product is NC(C(O)C1=CC=C(C=C1)F)CC1=CC(=CC=C1)C(C(C)(C)F)F ((1RS,2SR)-2-amino-3-[3-(1,2-difluoro-2-methylpropyl)phenyl]-1-(4-fluorophenyl)propan-1-ol). Reaction SMILES: [F:1][CH:2]([C:7]1[CH:8]=[C:9]([CH:29]=[CH:30][CH:31]=1)[CH2:10][CH:11]([NH:21]C(=O)OC(C)(C)C)[CH:12]([C:14]1[CH:19]=[CH:18][C:17]([F:20])=[CH:16][CH:15]=1)[OH:13])[C:3]([F:6])([CH3:5])[CH3:4]>FC(F)(F)C(O)=O>[NH2:21][CH:11]([CH2:10][C:9]1[CH:29]=[CH:30][CH:31]=[C:7]([CH:2]([F:1])[C:3]([F:6])([CH3:5])[CH3:4])[CH:8]=1)[CH:12]([C:14]1[CH:19]=[CH:18][C:17]([F:20])=[CH:16][CH:15]=1)[OH:13]. Procedure details: A mixture of tert-butyl N-[(1RS,2SR)-1-[3-(1,2-difluoro-2-methylpropyl)benzyl]-2-(4-fluorophenyl)-2-hydroxyethyl]carbamate (2.139 g, 4.889 mmol) and trifluoroacetic acid (10 ml) was stirred at room temperature for 1 hr. The reaction solution was evaporated under reduced pressure, diluted with water, alkalified with potassium carbonate, and extracted twice with ethyl acetate. The recovered organic layer was dried over anhydrous sodium sulfate and passed through APS-silica gel. The solvent was eva...